Dataset: the Open Reaction Database (ORD), a public repository of structured organic reaction records. Task: describe an organic reaction: reactants, conditions, products, and yield The reactants are OB(O)c1ccc(Br)cc1, CCOC(=O)c1sc(CC)c(C#N)c1I, [Na+], [Na+], O=C([O-])[O-], O. Product: CCOC(=O)c1sc(CC)c(C#N)c1-c1ccc(Br)cc1. Reaction SMILES: [Br:16][c:17]1[cH:18][cH:19][c:20]([B:23]([OH:24])[OH:25])[cH:21][cH:22]1.[CH2:1]([CH3:2])[O:3][C:4](=[O:5])[c:6]1[s:7][c:8]([CH2:14][CH3:15])[c:9]([C:12]#[N:13])[c:10]1[I:11].[Na+:26].[Na+:27].[O-:28][C:29](=[O:30])[O-:31].[OH2:32]>>[CH2:1]([CH3:2])[O:3][C:4](=[O:5])[c:6]1[s:7][c:8]([CH2:14][CH3:15])[c:9]([C:12]#[N:13])[c:10]1-[c:20]1[cH:19][cH:18][c:17]([Br:16])[cH:22][cH:21]1. The reactants are CCOC(=O)CCN1CCN(C=O)CC1, CCOC(C)=O, O, OO. Product: O=CN1CCN(O)CC1. Reaction SMILES: [CH2:2]([O:3][C:4]([CH2:5][CH2:6][N:9]1[CH2:10][CH2:11][N:12]([CH:15]=[O:16])[CH2:13][CH2:14]1)=[O:7])[CH3:8].[CH3:19][CH2:20][O:21][C:22](=[O:23])[CH3:24].[OH2:1].[OH:17][OH:18]>>[OH:1][N:9]1[CH2:10][CH2:11][N:12]([CH:15]=[O:16])[CH2:13][CH2:14]1. Isolated yield 91.0%. Procedure: N{4-[2-(3,4-Di(methoxymethoxy)phenyl)-trans-vinyl]benzenesulfonyl} morpholine (0.6 g, 1.3347 mmol) was dissolved in a mixed solvent of MeOH (100 mL) and CH2Cl2 (60 mL). The homogeneous solution was bubbled with argon gas. Water (0.2 g, 11.11 mmol) and concentrated hydrochloric acid (0.9 mL, 10.8 mmol) were added and stirred for 45 hours. The solvents were removed by evaporation and the solid residue was washed with water for several times. The solid was dried under high vacuum in the presence of... The solvent is CO (MeOH), C(Cl)Cl (CH2Cl2). RXN SMILES: COC[O:4][C:5]1[CH:6]=[C:7](/[CH:15]=[CH:16]/[C:17]2[CH:22]=[CH:21][C:20]([S:23]([N:26]3[CH2:31][CH2:30][O:29][CH2:28][CH2:27]3)(=[O:25])=[O:24])=[CH:19][CH:18]=2)[CH:8]=[CH:9][C:10]=1[O:11]COC.O.Cl.[O-]S([O-])(=O)=O.[Ca+2]>CO.C(Cl)Cl>[OH:4][C:5]1[CH:6]=[C:7](/[CH:15]=[CH:16]/[C:17]2[CH:18]=[CH:19][C:20]([S:23]([N:26]3[CH2:27][CH2:28][O:29][CH2:30][CH2:31]3)(=[O:25])=[O:24])=[CH:21][CH:22]=2)[CH:8]=[CH:9][C:10]=1[OH:11] |f:3.4|. Starting materials: COCOC=1C=C(C=CC1OCOC)/C=C/C1=CC=C(C=C1)S(=O)(=O)N1CCOCC1 (N{4-[2-(3,4-Di(methoxymethoxy)phenyl)-trans-vinyl]benzenesulfonyl} morpholine), O (Water), Cl (hydrochloric acid), [O-]S(=O)(=O)[O-].[Ca+2] (Drierite). Run at time 45 hour. The product is OC=1C=C(C=CC1O)/C=C/C1=CC=C(C=C1)S(=O)(=O)N1CCOCC1 (N-{4-[2-(3,4-dihydroxyphenyl)-trans-vinyl]benzenesulfonyl}-morpholine). The reactants are PdCl2(Ph3P)2, BrC=1C=C(SC1)C(CCNC(C(F)(F)F)=O)O (N-(3-(4-bromothiophen-2-yl)-3-hydroxypropyl)-2,2,2-trifluoroacetamide), C(#C)C1(CCCCC1)O (1-ethynylcyclohexanol). The reagents and catalysts are [Cu]I (CuI). The solvent is CCN(CC)CC (Et3N). Run at time 8 hour. Yields the product FC(C(=O)NCCC(C=1SC=C(C1)C#CC1(CCCCC1)O)O)(F)F (2,2,2-trifluoro-N-(3-hydroxy-3-(4-((1-hydroxycyclohexyl)ethynyl)thiophen-2-yl)propyl)acetamide). RXN SMILES: Br[C:2]1[CH:3]=[C:4]([CH:7]([OH:17])[CH2:8][CH2:9][NH:10][C:11](=[O:16])[C:12]([F:15])([F:14])[F:13])[S:5][CH:6]=1.[C:18]([C:20]1([OH:26])[CH2:25][CH2:24][CH2:23][CH2:22][CH2:21]1)#[CH:19]>CCN(CC)CC.[Cu]I>[F:13][C:12]([F:15])([F:14])[C:11]([NH:10][CH2:9][CH2:8][CH:7]([OH:17])[C:4]1[S:5][CH:6]=[C:2]([C:19]#[C:18][C:20]2([OH:26])[CH2:25][CH2:24][CH2:23][CH2:22][CH2:21]2)[CH:3]=1)=[O:16]. Procedure details: Solution of N-(3-(4-bromothiophen-2-yl)-3-hydroxypropyl)-2,2,2-trifluoroacetamide (0.77 g, 2.32 mmol) and 1-ethynylcyclohexanol (0.48 g, 3.87 mmol) in Et3N (10 mL) was degassed by bubbling Ar for 5 min. CuI (0.0482 g, 0.253 mmol) and PdCl2(Ph3P)2 (0.0874 g, 0.125 mmol) were added to the reaction mixture and degassed by alternating vacuum/Ar once. The reaction mixture was stirred at +80° C. overnight, partitioned between EtOAc and aqueous NH4Cl (25%). Aqueous layer was additionally extracted with... Starting materials: [Cr](=O)(=O)([O-])Cl.[NH+]1=CC=CC=C1 (pyridinium chlorochromate), C(C)OC(CC1(CC1)CCC(CC1=CC=C(C(=O)OC(C)(C)C)C=C1)CO)=O (tert-butyl 4-{4-[1-(2-ethoxy-2-oxoethyl)cyclopropyl]-2-(hydroxymethyl)-butyl}benzoate). Run in ClCCl (dichloromethane). Conditions: time 12 hour. The product is C(C)OC(CC1(CC1)CCC(CC1=CC=C(C(=O)OC(C)(C)C)C=C1)C=O)=O (tert-Butyl 4-{4-[1-(2-ethoxy-2-oxoethyl)cyclopropyl]-2-formylbutyl}benzoate). As a reaction SMILES: [Cr](Cl)([O-])(=O)=O.[NH+]1C=CC=CC=1.[CH2:12]([O:14][C:15](=[O:39])[CH2:16][C:17]1([CH2:20][CH2:21][CH:22]([CH2:37][OH:38])[CH2:23][C:24]2[CH:36]=[CH:35][C:27]([C:28]([O:30][C:31]([CH3:34])([CH3:33])[CH3:32])=[O:29])=[CH:26][CH:25]=2)[CH2:19][CH2:18]1)[CH3:13]>ClCCl>[CH2:12]([O:14][C:15](=[O:39])[CH2:16][C:17]1([CH2:20][CH2:21][CH:22]([CH:37]=[O:38])[CH2:23][C:24]2[CH:25]=[CH:26][C:27]([C:28]([O:30][C:31]([CH3:32])([CH3:33])[CH3:34])=[O:29])=[CH:35][CH:36]=2)[CH2:19][CH2:18]1)[CH3:13] |f:0.1|. Procedure details: 846 mg (3.93 mmol) of pyridinium chlorochromate (PCC) are added to a solution of 1278 mg (3.27 mmol) of tert-butyl 4-{4-[1-(2-ethoxy-2-oxoethyl)cyclopropyl]-2-(hydroxymethyl)-butyl}benzoate in 60 ml of dichloromethane, and the mixture is stirred at room temperature for 12 hours. After complete conversion, 5 g of silica gel are added and the solvent is carefully removed to dryness under reduced pressure. The residue is purified by flash chromatography on silica gel (mobile phase: cyclohexane/ethy...